Dataset: the Open Reaction Database (ORD), a public repository of structured organic reaction records. Task: describe an organic reaction: reactants, conditions, products, and yield RXN SMILES: [F:1][C:2]1[CH:3]=[C:4]([C@@H:12]2[CH2:17][C@H:16]([C:18]3[O:22][NH:21][C:20](=[O:23])[CH:19]=3)[CH2:15][CH2:14][N:13]2C(OC)=O)[CH:5]=[CH:6][C:7]=1[C:8]([F:11])([F:10])[F:9].C(O)(=O)C>Br>[F:1][C:2]1[CH:3]=[C:4]([C@@H:12]2[CH2:17][C@H:16]([C:18]3[O:22][NH:21][C:20](=[O:23])[CH:19]=3)[CH2:15][CH2:14][NH:13]2)[CH:5]=[CH:6][C:7]=1[C:8]([F:9])([F:10])[F:11]. The yield is 62.0%. Procedure: (2S,4R)-Methyl 2-(3-fluoro-4-(trifluoromethyl)phenyl)-4-(3-oxo-2,3-dihydroisoxazol-5-yl)piperidine-1-carboxylate (332 mg, 0.85 mmol) was dissolved in hydrogen bromide (33% in acetic acid (6.74 mL, 38.47 mmol) and stirred at room temperature for 16 h. The solvent was removed in vacuo and the residue was purified by preparative HPLC (Instrument: FractionLynx II, Mobilphase: gradient 5-95% MeCN in 0.2% NH3, pH 10, Column: Xbridge Prep C18 5 μm OBD 19*150 mm) to yield 5-((2S,4R)-2-(3-fluoro-4-(trifl... The product is FC=1C=C(C=CC1C(F)(F)F)[C@H]1NCC[C@H](C1)C1=CC(NO1)=O (5-((2S,4R)-2-(3-fluoro-4-(trifluoromethyl)phenyl)-piperidin-4-yl)isoxazol-3(2H)-one). Starting materials: FC=1C=C(C=CC1C(F)(F)F)[C@H]1N(CC[C@H](C1)C1=CC(NO1)=O)C(=O)OC ((2S,4R)-Methyl 2-(3-fluoro-4-(trifluoromethyl)phenyl)-4-(3-oxo-2,3-dihydroisoxazol-5-yl)piperidine-1-carboxylate), C(C)(=O)O (acetic acid). Run at time 16 hour. Solvent: Br (hydrogen bromide). Reactants: ClCCCl, CNCCS(C)(=O)=O, CN1CCOCC1, Cl, CC(C)C(C(=O)O)N1Cc2c(F)cnc3[nH]cc(c23)C1=O, CN(C)C=O, O, On1nnc2ccccc21. Product: CC(C)C(C(=O)N(C)CCS(C)(=O)=O)N1Cc2c(F)cnc3[nH]cc(c23)C1=O. As a reaction SMILES: [CH2:33]([Cl:34])[CH2:35][Cl:36].[CH3:38][NH:39][CH2:40][CH2:41][S:42](=[O:43])(=[O:44])[CH3:45].[CH3:46][N:47]1[CH2:48][CH2:49][O:50][CH2:51][CH2:52]1.[ClH:37].[F:1][c:2]1[cH:3][n:4][c:5]2[c:6]3[c:7]([cH:20][nH:21]2)[C:8](=[O:19])[N:9]([CH:12]([C:13](=[O:14])[OH:15])[CH:16]([CH3:17])[CH3:18])[CH2:10][c:11]13.[O:53]=[CH:54][N:55]([CH3:56])[CH3:57].[OH2:32].[OH:22][n:23]1[c:24]2[c:25]([cH:26][cH:27][cH:28][cH:29]2)[n:30][n:31]1>>[F:1][c:2]1[cH:3][n:4][c:5]2[c:6]3[c:7]([cH:20][nH:21]2)[C:8](=[O:19])[N:9]([CH:12]([C:13](=[O:15])[N:39]([CH3:38])[CH2:40][CH2:41][S:42](=[O:43])(=[O:44])[CH3:45])[CH:16]([CH3:17])[CH3:18])[CH2:10][c:11]13. The reactants are C(N)(=S)C=1C=C(C(=O)OCC)C=CC1 (ethyl 3-thiocarbamoylbenzoate), BrCC(=O)C1=C(OC(=C1)C)C (3-bromoacetyl-2,5-dimethylfuran). The product is CC=1OC(=CC1C=1N=C(SC1)C=1C=C(C(=O)OCC)C=CC1)C (ethyl 3-[4-(2,5-dimethyl-3-furyl)-2-thiazolyl]benzoate). Isolated yield 16.0%. As a reaction SMILES: [C:1]([C:4]1[CH:5]=[C:6]([CH:12]=[CH:13][CH:14]=1)[C:7]([O:9][CH2:10][CH3:11])=[O:8])(=[S:3])[NH2:2].Br[CH2:16][C:17]([C:19]1[CH:23]=[C:22]([CH3:24])[O:21][C:20]=1[CH3:25])=O>>[CH3:25][C:20]1[O:21][C:22]([CH3:24])=[CH:23][C:19]=1[C:17]1[N:2]=[C:1]([C:4]2[CH:5]=[C:6]([CH:12]=[CH:13][CH:14]=2)[C:7]([O:9][CH2:10][CH3:11])=[O:8])[S:3][CH:16]=1. Procedure details: In the same manner as in Example 28, ethyl 3-thiocarbamoylbenzoate was reacted with 3-bromoacetyl-2,5-dimethylfuran to obtain ethyl 3-[4-(2,5-dimethyl-3-furyl)-2-thiazolyl]benzoate. The product was recrystallized from ethanol. Yield: 16%, Pale yellow prisms. Melting point: 100 to 101° C. Starting materials: C(C=C(C)C)OC=1C=C(C(=O)O)C=C(C1OCC=C(C)C)OCC=C(C)C (3,4,5-triprenyloxybenzoic acid), NCC1N(CCC1)CC (2-aminomethyl-1-ethylpyrrolidine). The product is C(C)N1C(CCC1)CNC(C1=CC(=C(C(=C1)OCC=C(C)C)OCC=C(C)C)OCC=C(C)C)=O (1-ethyl-2-(3,4,5-triprenyloxybenzoylaminomethyl)pyrrolidine). Yield: 79.0%. As a reaction SMILES: [CH2:1]([O:6][C:7]1[CH:8]=[C:9]([CH:13]=[C:14]([O:22][CH2:23][CH:24]=[C:25]([CH3:27])[CH3:26])[C:15]=1[O:16][CH2:17][CH:18]=[C:19]([CH3:21])[CH3:20])[C:10](O)=[O:11])[CH:2]=[C:3]([CH3:5])[CH3:4].[NH2:28][CH2:29][CH:30]1[CH2:34][CH2:33][CH2:32][N:31]1[CH2:35][CH3:36]>>[CH2:35]([N:31]1[CH2:32][CH2:33][CH2:34][CH:30]1[CH2:29][NH:28][C:10](=[O:11])[C:9]1[CH:8]=[C:7]([O:6][CH2:1][CH:2]=[C:3]([CH3:5])[CH3:4])[C:15]([O:16][CH2:17][CH:18]=[C:19]([CH3:21])[CH3:20])=[C:14]([O:22][CH2:23][CH:24]=[C:25]([CH3:27])[CH3:26])[CH:13]=1)[CH3:36]. Procedure: In a manner identical to Example 15, 3,4,5-triprenyloxybenzoic acid (0.94 g) was subjected to a condensation reaction with 2-aminomethyl-1-ethylpyrrolidine (0.35 g, thereby yielding 1.21 g (79%) of the aimed compound. The product is O.Cl.Cl.ClC=1C=C(CN2CCN(CC2)CCCN2CCN(CC2)CC2=CC(=CC=C2)Cl)C=CC1 (1,3-bis[4-(3-chlorobenzyl)-1-piperazinyl]propane dihydrochloride monohydrate). Starting materials: ClC=1C=C(CN2CCNCC2)C=CC1 (1-(3-chlorobenzyl)piperazine), BrCCCCl (1-bromo-3-chloropropane), reagent, C(Cl)Cl.CO.[OH-].[NH4+] (CH2Cl2 CH3OH ammonium hydroxide), Cl (Hydrogen chloride). RXN SMILES: [Cl:1][C:2]1[CH:3]=[C:4]([CH:12]=[CH:13][CH:14]=1)[CH2:5][N:6]1[CH2:11][CH2:10][NH:9][CH2:8][CH2:7]1.Br[CH2:16][CH2:17][CH2:18][Cl:19].[CH2:20]([Cl:22])Cl.C[OH:24].[OH-].[NH4+:26].Cl>C(O)C.O.C(N(CC)CC)C>[OH2:24].[ClH:1].[ClH:19].[Cl:1][C:2]1[CH:3]=[C:4]([CH:12]=[CH:13][CH:14]=1)[CH2:5][N:6]1[CH2:7][CH2:8][N:9]([CH2:16][CH2:17][CH2:18][N:26]2[CH2:10][CH2:11][N:6]([CH2:5][C:4]3[CH:3]=[CH:2][CH:14]=[C:20]([Cl:22])[CH:12]=3)[CH2:7][CH2:8]2)[CH2:10][CH2:11]1 |f:2.3.4.5,10.11.12.13|. Procedure: A mixture of 6.3 g of 1-(3-chlorobenzyl)piperazine, 2.4 g of 1-bromo-3-chloropropane, 50 ml of reagent ethanol and 3.0 g of triethylamine was refluxed for 4 hours. Water (70 ml) was added, and the mixture was concentrated under vacuum to about 70 ml. The resulting aqueous mixture was extracted with ether (3×150 ml), and the extract was concentrated under vacuum to give a reddish-yellow oil. Chromatography of this oil on a silica column, the eluant being CH2Cl2 /CH3OH/ammonium hydroxide (45:5:1),... The solvent is O (Water), C(C)O (ethanol), C(C)N(CC)CC (triethylamine), C(C)O (ethanol). Yield: 68.0%. Reactants: C(C)(C)(C)OC(=O)N1C(=NC2=C1C=CC=C2N)NCC2CCN(CC2)CC2=CC(=C(C=C2)Cl)Cl (4-amino-2-{[1-(3,4-dichloro-benzyl)-piperidin-4-ylmethyl]-amino}-benzimidazole-1-carboxylic acid tert-butyl ester), O1CCOCC1.Cl (hydrogen chloride-1,4-dioxane). The solvent is CO (methanol). Reaction conditions: temperature 50 celsius, time 1 hour. The product is ClC=1C=C(CN2CCC(CC2)CNC2=NC3=C(N2)C=CC=C3N)C=CC1Cl (N2-[1-(3,4-dichlorobenzyl)-piperidin-4-ylmethyl]-1H-benzimidazole-2,4-diamine). As a reaction SMILES: C(OC([N:8]1[C:12]2[CH:13]=[CH:14][CH:15]=[C:16]([NH2:17])[C:11]=2[N:10]=[C:9]1[NH:18][CH2:19][CH:20]1[CH2:25][CH2:24][N:23]([CH2:26][C:27]2[CH:32]=[CH:31][C:30]([Cl:33])=[C:29]([Cl:34])[CH:28]=2)[CH2:22][CH2:21]1)=O)(C)(C)C.O1CCOCC1.Cl>CO>[Cl:34][C:29]1[CH:28]=[C:27]([CH:32]=[CH:31][C:30]=1[Cl:33])[CH2:26][N:23]1[CH2:24][CH2:25][CH:20]([CH2:19][NH:18][C:9]2[NH:8][C:12]3[CH:13]=[CH:14][CH:15]=[C:16]([NH2:17])[C:11]=3[N:10]=2)[CH2:21][CH2:22]1 |f:1.2|. Procedure details: After dissolving 4-amino-2-{[1-(3,4-dichloro-benzyl)-piperidin-4-ylmethyl]-amino}-benzimidazole-1-carboxylic acid tert-butyl ester (10 mg, 0.02 mmol) in methanol (1 ml), a 4N hydrogen chloride-1,4-dioxane solution (1 ml) was added and the mixture was stirred at 50° C. for 1 hour. The reaction mixture was passed through SCX (Bond Elute SCX500MG), the SCX was washed with methanol, and then elution was performed with a 2N ammonia-methanol solution. The solvent was distilled off under reduced pressu...